This data is from the Open Reaction Database (ORD), a public repository of structured organic reaction records. The task is: describe an organic reaction: reactants, conditions, products, and yield The reactants are C(=O)C=1C=C2C(=C(C=NC2=CC1)C#N)OCC(C)C (6-formyl-4-isobutoxy-quinoline-3-carbonitrile), C1(CC1)NC=1SCC(N1)=O (2-cyclopropylamino-thiazol-4-one), C(C)(=O)[O-].[Na+] (sodium acetate). Run in C(C)(=O)O (acetic acid). Yields the product C1(CC1)NC=1S\C(\C(N1)=O)=C/C=1C=C2C(=C(C=NC2=CC1)C#N)OCC(C)C (6-[2-cyclopropylamino-4-oxo-4H-thiazol-(5Z)-ylidenemethyl]-4-isobutoxy-quinoline-3-carbonitrile). As a reaction SMILES: [CH:1]([C:3]1[CH:4]=[C:5]2[C:10](=[CH:11][CH:12]=1)[N:9]=[CH:8][C:7]([C:13]#[N:14])=[C:6]2[O:15][CH2:16][CH:17]([CH3:19])[CH3:18])=O.[CH:20]1([NH:23][C:24]2[S:25][CH2:26][C:27](=[O:29])[N:28]=2)[CH2:22][CH2:21]1.C([O-])(=O)C.[Na+]>C(O)(=O)C>[CH:20]1([NH:23][C:24]2[S:25]/[C:26](=[CH:1]\[C:3]3[CH:4]=[C:5]4[C:10](=[CH:11][CH:12]=3)[N:9]=[CH:8][C:7]([C:13]#[N:14])=[C:6]4[O:15][CH2:16][CH:17]([CH3:19])[CH3:18])/[C:27](=[O:29])[N:28]=2)[CH2:22][CH2:21]1 |f:2.3|. Procedure details: Similar procedure as described in example 28c was used, starting from 6-formyl-4-isobutoxy-quinoline-3-carbonitrile (example 66b), 2-cyclopropylamino-thiazol-4-one (example 37c), sodium acetate and acetic acid to give 6-[2-cyclopropylamino-4-oxo-4H-thiazol-(5Z)-ylidenemethyl]-4-isobutoxy-quinoline-3-carbonitrile. LC-MS m/e 393 (MH+). The reactants are CCCCCCCOc1ccc(CCC(C)(C=CC(=O)OCC)NC(=O)OC(C)(C)C)cc1, C1CCOC1, CCOC(C)=O, CO, Cl, [Li+], [OH-], O. Product: CCCCCCCOc1ccc(CCC(C)(C=CC(=O)O)NC(=O)OC(C)(C)C)cc1. As a reaction SMILES: [CH2:1]([CH3:2])[O:3][C:4]([CH:5]=[CH:6][C:7]([CH2:8][CH2:9][c:10]1[cH:11][cH:12][c:13]([O:16][CH2:17][CH2:18][CH2:19][CH2:20][CH2:21][CH2:22][CH3:23])[cH:14][cH:15]1)([CH3:24])[NH:25][C:26](=[O:27])[O:28][C:29]([CH3:30])([CH3:31])[CH3:32])=[O:33].[CH2:45]1[O:46][CH2:47][CH2:48][CH2:49]1.[CH3:36][CH2:37][O:38][C:39]([CH3:40])=[O:41].[CH3:43][OH:44].[ClH:42].[Li+:34].[OH-:35].[OH2:50]>>[O:3]=[C:4]([CH:5]=[CH:6][C:7]([CH2:8][CH2:9][c:10]1[cH:11][cH:12][c:13]([O:16][CH2:17][CH2:18][CH2:19][CH2:20][CH2:21][CH2:22][CH3:23])[cH:14][cH:15]1)([CH3:24])[NH:25][C:26](=[O:27])[O:28][C:29]([CH3:30])([CH3:31])[CH3:32])[OH:33]. Reactants: C(C1=CC=CC=C1)(=O)OC[C@H]1OC([C@]([C@@H]1OC(C1=CC=CC=C1)=O)(C)F)=O (((2R,3R,4R)-3-benzoyloxy-4-fluoro-4-methyl-5-oxo-tetrahydrofuran-2-yl)methyl benzoate), [H-].C(C)(C)(C)O[Al](OC(C)(C)C)OC(C)(C)C.[Li+] (lithium tri tertiary butoxy aluminum hydride). Reaction conditions: temperature 0 celsius, time 1 hour. Yields the product C(C1=CC=CC=C1)(=O)OC[C@H]1OC([C@]([C@@H]1OC(C1=CC=CC=C1)=O)(C)F)O (((2R,3R,4R)-3-benzoyloxy-4-fluoro-5-hydroxy-4-methyl-tetrahydrofuran-2-yl)methyl benzoate). Yield: 99.5%. RXN SMILES: [C:1]([O:9][CH2:10][C@@H:11]1[C@@H:15]([O:16][C:17](=[O:24])[C:18]2[CH:23]=[CH:22][CH:21]=[CH:20][CH:19]=2)[C@:14]([F:26])([CH3:25])[C:13](=[O:27])[O:12]1)(=[O:8])[C:2]1[CH:7]=[CH:6][CH:5]=[CH:4][CH:3]=1.[H-].C(O[Al](OC(C)(C)C)OC(C)(C)C)(C)(C)C.[Li+]>>[C:1]([O:9][CH2:10][C@@H:11]1[C@@H:15]([O:16][C:17](=[O:24])[C:18]2[CH:19]=[CH:20][CH:21]=[CH:22][CH:23]=2)[C@:14]([F:26])([CH3:25])[CH:13]([OH:27])[O:12]1)(=[O:8])[C:2]1[CH:7]=[CH:6][CH:5]=[CH:4][CH:3]=1 |f:1.2.3|. Reported procedure: To a stirred solution of ((2R,3R,4R)-3-benzoyloxy-4-fluoro-4-methyl-5-oxo-tetrahydrofuran-2-yl)methyl benzoate (about 60 g, 161 mmol) in tetrahydrafuran (about 300 ml) cooled to about −10° C., then lithium tri tertiary butoxy aluminum hydride (about 241.9 ml, 241 mmol) was added and stirred at about 0° C. for 1 hour. Completion of the reaction was monitored by thin layer chromatography, quenched with saturated ammonium chloride solution. Tetrahydrafuran was removed under reduced pressure and the... The reactants are ClC1=C(C=CC=C1)C1CC(C=2C(=NNC2C1)CC)=O (6-(2-chlorophenyl)-3-ethyl-4,5,6,7-tetrahydroindazol-4-one), C(=N)(N)NN.Cl (aminoguanidine hydrochloride), Cl (hydrochloric acid), O (water). Run in C(C)O (ethanol). Yields the product Cl.ClC1=C(C=CC=C1)C1CC(C=2C(=NNC2C1)CC)=NNC(=N)N (6-(2-chlorophenyl)-3-ethyl-4-guanidinoimino-4,5,6,7-tetrahydroindazole hydrochloride). The yield is 204.0%. Reaction SMILES: [Cl:1][C:2]1[CH:7]=[CH:6][CH:5]=[CH:4][C:3]=1[CH:8]1[CH2:16][C:15]2[NH:14][N:13]=[C:12]([CH2:17][CH3:18])[C:11]=2[C:10](=O)[CH2:9]1.[C:20]([NH:23][NH2:24])([NH2:22])=[NH:21].Cl.Cl.O>C(O)C>[ClH:1].[Cl:1][C:2]1[CH:7]=[CH:6][CH:5]=[CH:4][C:3]=1[CH:8]1[CH2:16][C:15]2[NH:14][N:13]=[C:12]([CH2:17][CH3:18])[C:11]=2[C:10](=[N:24][NH:23][C:20]([NH2:22])=[NH:21])[CH2:9]1 |f:1.2,6.7|. Procedure details: A mixture of 6-(2-chlorophenyl)-3-ethyl-4,5,6,7-tetrahydroindazol-4-one (0.44 g), aminoguanidine hydrochloride (0.19 g), concentrated hydrochloric acid (0.24 ml), water (0.24 ml) and ethanol (40 ml) was refluxed for 4 hours. Under reduced pressure, the solvent was evaporated. The resulting crystals were recrystallized from ethanol-water to give 6-(2-chlorophenyl)-3-ethyl-4-guanidinoimino-4,5,6,7-tetrahydroindazole hydrochloride (Compound 27) (0.6 g) as colorless crystals.